From a dataset of the Open Reaction Database (ORD), a public repository of structured organic reaction records. describe an organic reaction: reactants, conditions, products, and yield Starting materials: C([O-])([O-])=O.[Na+].[Na+] (sodium carbonate), ClC=1C=C(C=CC1OC(C)C)B(O)O (3-chloro-4-isopropoxyphenylboronic acid), BrC=1C(=NC=CC1)N (3-bromopyridin-2-amine). The reagents and catalysts are C=1C=CC(=CC1)[P](C=2C=CC=CC2)(C=3C=CC=CC3)[Pd]([P](C=4C=CC=CC4)(C=5C=CC=CC5)C=6C=CC=CC6)([P](C=7C=CC=CC7)(C=8C=CC=CC8)C=9C=CC=CC9)[P](C=1C=CC=CC1)(C=1C=CC=CC1)C=1C=CC=CC1 (tetrakis(triphenylphosphine)palladium(0)). Run in COCCOC (DME), O (water). Reaction conditions: temperature 80 celsius, time 8 hour. Yields the product ClC=1C=C(C=CC1OC(C)C)C=1C(=NC=CC1)N (3-(3-chloro-4-isopropoxyphenyl)pyridin-2-amine). The yield is 81.6%. Reaction SMILES: C(=O)([O-])[O-].[Na+].[Na+].[Cl:7][C:8]1[CH:9]=[C:10](B(O)O)[CH:11]=[CH:12][C:13]=1[O:14][CH:15]([CH3:17])[CH3:16].Br[C:22]1[C:23]([NH2:28])=[N:24][CH:25]=[CH:26][CH:27]=1>COCCOC.O.C1C=CC([P]([Pd]([P](C2C=CC=CC=2)(C2C=CC=CC=2)C2C=CC=CC=2)([P](C2C=CC=CC=2)(C2C=CC=CC=2)C2C=CC=CC=2)[P](C2C=CC=CC=2)(C2C=CC=CC=2)C2C=CC=CC=2)(C2C=CC=CC=2)C2C=CC=CC=2)=CC=1>[Cl:7][C:8]1[CH:9]=[C:10]([C:22]2[C:23]([NH2:28])=[N:24][CH:25]=[CH:26][CH:27]=2)[CH:11]=[CH:12][C:13]=1[O:14][CH:15]([CH3:17])[CH3:16] |f:0.1.2,^1:39,41,60,79|. Procedure: A mixture of sodium carbonate (760 mg), tetrakis(triphenylphosphine)palladium(0) (207 mg), 3-chloro-4-isopropoxyphenylboronic acid (1.00 g) and 3-bromopyridin-2-amine (621 mg) in DME (10 mL) and water (3 mL) was stirred at 80° C. overnight. The mixture was added with silica gel, concentrated in vacuo, and purified by column chromatography (silica gel, eluted with EtOAc in hexane) to give the title compound (770 mg) as a pale yellow solid. The reactants are COC(=O)C(CNC(=O)c1ccccc1)NC(=O)OC(C)(C)C, ClCCl, O=C(O)C(F)(F)F. The product is COC(=O)C(N)CNC(=O)c1ccccc1. As a reaction SMILES: [CH3:1][O:2][C:3]([CH:4]([NH:5][C:6]([O:7][C:8]([CH3:9])([CH3:10])[CH3:11])=[O:12])[CH2:13][NH:14][C:15]([c:16]1[cH:17][cH:18][cH:19][cH:20][cH:21]1)=[O:22])=[O:23].[Cl:31][CH2:32][Cl:33].[F:24][C:25]([F:26])([F:27])[C:28]([OH:29])=[O:30]>>[CH3:1][O:2][C:3]([CH:4]([NH2:5])[CH2:13][NH:14][C:15]([c:16]1[cH:17][cH:18][cH:19][cH:20][cH:21]1)=[O:22])=[O:23]. As a reaction SMILES: [H-].[Na+].[C:3]([CH2:5][C:6]([O:8][CH2:9][CH3:10])=[O:7])#[N:4].[C:11](=[S:13])=[S:12].[CH2:14](Br)[C:15]1[CH:20]=[CH:19][CH:18]=[CH:17][CH:16]=1>CN(C)C=O>[C:3]([C:5](=[C:11]([S:13][CH2:14][C:15]1[CH:20]=[CH:19][CH:18]=[CH:17][CH:16]=1)[S:12][CH2:14][C:15]1[CH:20]=[CH:19][CH:18]=[CH:17][CH:16]=1)[C:6]([O:8][CH2:9][CH3:10])=[O:7])#[N:4] |f:0.1|. Reactants: C(#N)CC(=O)OCC (ethyl cyanoacetate), C(=S)=S (carbon disulfide), C(C1=CC=CC=C1)Br (benzyl bromide), [H-].[Na+] (sodium hydride). Yield: 82.0%. Reported procedure: Under nitrogen atmosphere, sodium hydride (60%, 6.77 g) was added to dimethylformamide (75 mL). Thereto was added dropwise a solution of ethyl cyanoacetate (9.57 g) in dimethylformamide (15 mL) under cooling (internal temperature: ca. 10° C.) over a period of 15 minutes, and the mixture was stirred at room temperature for 10 minutes. Thereto was added dropwise a solution of carbon disulfide (5.09 mL) in dimethylformamide (12 mL) under cooling (internal temperature ≦10° C.) over a period of 20 mi... Product: C(#N)C(C(=O)OCC)=C(SCC1=CC=CC=C1)SCC1=CC=CC=C1 (ethyl 2-cyano-3,3-bis(benzylthio)acrylate). Conditions: temperature 10 celsius, time 10 minute. Solvent: ice water, CN(C=O)C (dimethylformamide), CN(C=O)C (dimethylformamide), CN(C=O)C (dimethylformamide), CN(C=O)C (dimethylformamide).